This data is from the Open Reaction Database (ORD), a public repository of structured organic reaction records. The task is: describe an organic reaction: reactants, conditions, products, and yield Reactants: CC1(C)NC(=S)NC1=S, CN(C)c1ccccc1CCl, ClC(Cl)Cl, Cl. Product: CN(C)c1ccccc1CSC1=NC(=S)C(C)(C)N1. As a reaction SMILES: [CH3:13][C:14]1([CH3:21])[C:15](=[S:20])[NH:16][C:17](=[S:19])[NH:18]1.[CH3:2][N:3]([c:4]1[c:5]([CH2:6][Cl:7])[cH:8][cH:9][cH:10][cH:11]1)[CH3:12].[CH:22]([Cl:23])([Cl:24])[Cl:25].[ClH:1]>>[CH3:2][N:3]([c:4]1[c:5]([CH2:6][S:19][C:17]2=[N:16][C:15](=[S:20])[C:14]([CH3:13])([CH3:21])[NH:18]2)[cH:8][cH:9][cH:10][cH:11]1)[CH3:12].